Dataset: the Open Reaction Database (ORD), a public repository of structured organic reaction records. Task: describe an organic reaction: reactants, conditions, products, and yield Starting materials: CO, CN(C(=O)NC(c1ccccc1)c1ccccc1)C1CCN(C(=O)c2ccccc2)C1. The product is CN(C(=O)NC(c1ccccc1)c1ccccc1)C1CCNC1. RXN SMILES: [CH3:32][OH:33].[CH:1]([c:2]1[cH:3][cH:4][cH:5][cH:6][cH:7]1)([c:8]1[cH:9][cH:10][cH:11][cH:12][cH:13]1)[NH:14][C:15]([N:16]([CH3:17])[CH:18]1[CH2:19][N:20]([C:23](=[O:24])[c:25]2[cH:26][cH:27][cH:28][cH:29][cH:30]2)[CH2:21][CH2:22]1)=[O:31]>>[CH:1]([c:2]1[cH:3][cH:4][cH:5][cH:6][cH:7]1)([c:8]1[cH:9][cH:10][cH:11][cH:12][cH:13]1)[NH:14][C:15]([N:16]([CH3:17])[CH:18]1[CH2:19][NH:20][CH2:21][CH2:22]1)=[O:31]. The reactants are BrC=1C=C(C=CC1C)O (3-Bromo-4-methylphenol), [Cl-].[Al+3].[Cl-].[Cl-] (aluminum chloride), C(C)(C)(C)[Si](Cl)(C)C (t-butyl-dimethylchlorosilane), N1C=NC=C1 (imidazole). Run in CN(C=O)C (N,N-Dimethyl formamide). Run at time 16 hour. Yields the product BrC1=C(C=CC(=C1)O[Si](C)(C)C(C)(C)C)C (1-bromo-2-methyl-5-t-butyldimethylsilyloxybenzene). The yield is 54.5%. RXN SMILES: [Br:1][C:2]1[CH:3]=[C:4]([OH:9])[CH:5]=[CH:6][C:7]=1[CH3:8].[Cl-].[Al+3].[Cl-].[Cl-].[C:14]([Si:18]([CH3:21])([CH3:20])Cl)([CH3:17])([CH3:16])[CH3:15].N1C=CN=C1>CN(C)C=O>[Br:1][C:2]1[CH:3]=[C:4]([O:9][Si:18]([C:14]([CH3:17])([CH3:16])[CH3:15])([CH3:21])[CH3:20])[CH:5]=[CH:6][C:7]=1[CH3:8] |f:1.2.3.4|. Procedure: 3-Bromo-4-methylphenol(25.0 g, 0.134 mol) and aluminum chloride (36.11 g, 0.27 mol) were heated to 127° C. for 2 h. Ice was added, the solution extracted with ethyl acetate, dried (Na2SO4) and evaporated to dryness under reduced pressure. N,N-Dimethyl formamide (150 ml), t-butyl-dimethylchlorosilane (25.0 g, 165 mmol) and imidazole (22.6 g, 33.2 mmol) were added and the solution stirred at room temperature for 16 h. The products were partitioned between water and ethyl acetate, the organic layer... Reactants: CN1Cc2c(C(N)=O)ncn2-c2sccc2C1=O, O=C(OC(=O)C(F)(F)F)C(F)(F)F, C1COCCO1, c1ccncc1. The product is CN1Cc2c(C#N)ncn2-c2sccc2C1=O. As a reaction SMILES: [CH3:14][N:15]1[CH2:16][c:17]2[n:18]([cH:26][n:27][c:28]2[C:29](=[O:30])[NH2:31])-[c:19]2[c:20]([cH:23][cH:24][s:25]2)[C:21]1=[O:22].[F:1][C:2]([F:3])([F:4])[C:5]([O:6][C:7](=[O:8])[C:9]([F:10])([F:11])[F:12])=[O:13].[O:32]1[CH2:33][CH2:34][O:35][CH2:36][CH2:37]1.[cH:38]1[cH:39][cH:40][n:41][cH:42][cH:43]1>>[CH3:14][N:15]1[CH2:16][c:17]2[n:18]([cH:26][n:27][c:28]2[C:29]#[N:31])-[c:19]2[c:20]([cH:23][cH:24][s:25]2)[C:21]1=[O:22]. Reactants: ClCC=1N=C(OC1C)C=1OC=CC1 (4-chloromethyl-2-(2-furyl)-5-methyloxazole), C(C)(=O)OCC1=CC=C(C=C1)O (4-hydroxyphenylmethyl acetate), C([O-])([O-])=O.[K+].[K+] (potassium carbonate), CN(C=O)C (N,N-dimethylformamide). Run in O (water). Run at temperature 70 celsius, time 1 hour. Product: O1C(=CC=C1)C=1OC(=C(N1)COC1=CC=C(C=C1)CC(=O)OC)C (methyl [4-[2-(2-furyl)-5-methyl-4-oxazolylmethoxy]phenyl]acetate). The yield is 56.0%. As a reaction SMILES: Cl[CH2:2][C:3]1[N:4]=[C:5]([C:9]2[O:10][CH:11]=[CH:12][CH:13]=2)[O:6][C:7]=1[CH3:8].C(O[CH2:18][C:19]1[CH:24]=[CH:23][C:22]([OH:25])=[CH:21][CH:20]=1)(=O)C.[C:26](=[O:29])([O-])[O-:27].[K+].[K+].[CH3:32]N(C)C=O>O>[O:10]1[CH:11]=[CH:12][CH:13]=[C:9]1[C:5]1[O:6][C:7]([CH3:8])=[C:3]([CH2:2][O:25][C:22]2[CH:21]=[CH:20][C:19]([CH2:18][C:26]([O:27][CH3:32])=[O:29])=[CH:24][CH:23]=2)[N:4]=1 |f:2.3.4|. Procedure details: A mixture of 4-chloromethyl-2-(2-furyl)-5-methyloxazole (10.0 g), 4-hydroxyphenylmethyl acetate (8.41 g), potassium carbonate (14.0 g) and N,N-dimethylformamide (50 ml) was stirred at 70° C. for 1 hr. The reaction mixture was poured into water and the mixture was extracted with ethyl acetate. The ethyl acetate layer was washed with saturated brine, dried (MgSO4) and concentrated. The residue was subjected to silica gel column chromatography, and methyl [4-[2-(2-furyl)-5-methyl-4-oxazolylmethoxy]... Starting materials: BrC=1C(=NC(=NC1)Cl)Cl (5-bromo-2,4-dichloropyrimidine), C(C=C)(=O)NC=1C=C(C=CC1)B(O)O ((3-acrylamidophenyl)boronic acid), C1(=CC=CC=C1)P(C1=CC=CC=C1)C1=CC=CC=C1 (triphenylphosphine), C([O-])([O-])=O.[K+].[K+] (potassium carbonate). The reagents and catalysts are C(C)(=O)[O-].[Pd+2].C(C)(=O)[O-] (palladium(II) acetate). Solvent: C1(=CC=CC=C1)C (toluene). Reaction conditions: temperature 40 celsius, time 8 hour. The product is BrC=1C(=NC(=NC1)Cl)C=1C=C(C=CC1)NC(C=C)=O (N-(3-(5-bromo-2-chloropyrimidin-4-yl)phenyl)acrylamide). Reaction SMILES: [Br:1][C:2]1[C:3](Cl)=[N:4][C:5]([Cl:8])=[N:6][CH:7]=1.[C:10]([NH:14][C:15]1[CH:16]=[C:17](B(O)O)[CH:18]=[CH:19][CH:20]=1)(=[O:13])[CH:11]=[CH2:12].C1(P(C2C=CC=CC=2)C2C=CC=CC=2)C=CC=CC=1.C(=O)([O-])[O-].[K+].[K+]>C1(C)C=CC=CC=1.C([O-])(=O)C.[Pd+2].C([O-])(=O)C>[Br:1][C:2]1[C:3]([C:17]2[CH:16]=[C:15]([NH:14][C:10](=[O:13])[CH:11]=[CH2:12])[CH:20]=[CH:19][CH:18]=2)=[N:4][C:5]([Cl:8])=[N:6][CH:7]=1 |f:3.4.5,7.8.9|. Reported procedure: 5-bromo-2,4-dichloropyrimidine (100 mg, 0.439 mmol), (3-acrylamidophenyl)boronic acid (50 mg, 0.262 mmol) and triphenylphosphine (4 mg, 0.018 mmol) were dissolved in a mixture of toluene (8 mL) and potassium carbonate (14 mg, 0.043 mmol), after which palladium(II) acetate (2 mg, 0.009 mmol) was added. The reaction mixture was allowed to stir overnight at 40° C. The reaction was monitored by TLC, and after completion of the reaction the solvent was removed in vacuo. The crude material was purifie... Starting materials: C(C)N1C(=NC=C1[N+](=O)[O-])C(OCC)=N (ethyl 1-ethyl-5-nitro-2-imidazolecarboximidate), NNC(=S)N (thiosemicarbazide). The product is C(C)N1C(=NC=C1[N+](=O)[O-])C(=N)NNC(=S)N (1-(1-ethyl-5-nitro-2-imidazolecarboximidoyl)-3-thiosemicarbazide). Reaction SMILES: [CH2:1]([N:3]1[C:7]([N+:8]([O-:10])=[O:9])=[CH:6][N:5]=[C:4]1[C:11](=[NH:15])OCC)[CH3:2].[NH2:16][NH:17][C:18]([NH2:20])=[S:19]>>[CH2:1]([N:3]1[C:7]([N+:8]([O-:10])=[O:9])=[CH:6][N:5]=[C:4]1[C:11]([NH:16][NH:17][C:18]([NH2:20])=[S:19])=[NH:15])[CH3:2]. Reported procedure: According to the above procedure, ethyl 1-ethyl-5-nitro-2-imidazolecarboximidate and thiosemicarbazide are allowed to react to give 1-(1-ethyl-5-nitro-2-imidazolecarboximidoyl)-3-thiosemicarbazide (IIIN). Starting materials: Nc1ccc(S(=O)(=O)c2cc(Br)nc(N3CCCC3)c2)cc1, O=C([O-])[O-], COc1ccc(B(O)O)cc1, Cc1ccccc1, [K+], [K+], Cl[Pd]Cl, c1ccc(P(c2ccccc2)c2ccccc2)cc1, c1ccc(P(c2ccccc2)c2ccccc2)cc1. The product is COc1ccc(-c2cc(S(=O)(=O)c3ccc(N)cc3)cc(N3CCCC3)n2)cc1. RXN SMILES: [Br:1][c:2]1[n:3][c:4]([N:18]2[CH2:19][CH2:20][CH2:21][CH2:22]2)[cH:5][c:6]([S:8](=[O:9])(=[O:10])[c:11]2[cH:12][cH:13][c:14]([NH2:17])[cH:15][cH:16]2)[cH:7]1.[C:41](=[O:42])([O-:43])[O-:44].[CH3:23][O:24][c:25]1[cH:26][cH:27][c:28]([B:31]([OH:32])[OH:33])[cH:29][cH:30]1.[CH3:34][c:35]1[cH:36][cH:37][cH:38][cH:39][cH:40]1.[K+:45].[K+:46].[Pd:47]([Cl:48])[Cl:49].[c:50]1([P:51]([c:52]2[cH:53][cH:54][cH:55][cH:56][cH:57]2)[c:58]2[cH:59][cH:60][cH:61][cH:62][cH:63]2)[cH:64][cH:65][cH:66][cH:67][cH:68]1.[c:69]1([P:70]([c:71]2[cH:72][cH:73][cH:74][cH:75][cH:76]2)[c:77]2[cH:78][cH:79][cH:80][cH:81][cH:82]2)[cH:83][cH:84][cH:85][cH:86][cH:87]1>>[c:2]1(-[c:28]2[cH:27][cH:26][c:25]([O:24][CH3:23])[cH:30][cH:29]2)[n:3][c:4]([N:18]2[CH2:19][CH2:20][CH2:21][CH2:22]2)[cH:5][c:6]([S:8](=[O:9])(=[O:10])[c:11]2[cH:12][cH:13][c:14]([NH2:17])[cH:15][cH:16]2)[cH:7]1. The reactants are O=C([O-])[O-], CN1CCCC1=O, [Cs+], [Cs+], Fc1ncccc1C1(C(F)F)CCOCC1, O=C(c1ccc(O)cc1)c1nc2ccccc2[nH]1. Yields the product O=C(c1ccc(Oc2ncccc2C2(C(F)F)CCOCC2)cc1)c1nc2ccccc2[nH]1. As a reaction SMILES: [C:17](=[O:18])([O-:19])[O-:20].[CH3:41][N:42]1[CH2:43][CH2:44][CH2:45][C:46]1=[O:47].[Cs+:21].[Cs+:22].[F:1][CH:2]([C:3]1([c:9]2[c:10]([F:15])[n:11][cH:12][cH:13][cH:14]2)[CH2:4][CH2:5][O:6][CH2:7][CH2:8]1)[F:16].[nH:23]1[c:24]([C:32](=[O:33])[c:34]2[cH:35][cH:36][c:37]([OH:40])[cH:38][cH:39]2)[n:25][c:26]2[c:27]1[cH:28][cH:29][cH:30][cH:31]2>>[F:1][CH:2]([C:3]1([c:9]2[c:10]([O:40][c:37]3[cH:36][cH:35][c:34]([C:32]([c:24]4[nH:23][c:27]5[c:26]([n:25]4)[cH:31][cH:30][cH:29][cH:28]5)=[O:33])[cH:39][cH:38]3)[n:11][cH:12][cH:13][cH:14]2)[CH2:4][CH2:5][O:6][CH2:7][CH2:8]1)[F:16]. The reactants are C1=CC(=CC=C1C2=CC=C(C=C2)C(=O)O)C(=O)O (4,4′-bisbenzoic acid), NC1=CC2=C(N=C(N2)Cl)C=C1 (5-amino-2-chlorobenzimidazole). The product is ClC1=NC2=C(N1)C=CC(=C2)NC(=O)C2=CC=C(C=C2)C2=CC=C(C=C2)C(=O)NC2=CC1=C(NC(=N1)Cl)C=C2 (N4,N4′-bis(2-chloro-1H-benzo[d]imidazol-5-yl)-[1,1′-biphenyl]-4,4′-dicarboxamide). RXN SMILES: [CH:1]1[C:6]([C:7]2[CH:12]=[CH:11][C:10]([C:13]([OH:15])=O)=[CH:9][CH:8]=2)=[CH:5][CH:4]=[C:3]([C:16]([OH:18])=O)[CH:2]=1.[NH2:19][C:20]1[CH:29]=[CH:28][C:23]2[N:24]=[C:25]([Cl:27])[NH:26][C:22]=2[CH:21]=1>>[Cl:27][C:25]1[NH:24][C:23]2[CH:28]=[CH:29][C:20]([NH:19][C:13]([C:10]3[CH:9]=[CH:8][C:7]([C:6]4[CH:1]=[CH:2][C:3]([C:16]([NH:19][C:20]5[CH:29]=[CH:28][C:23]6[NH:24][C:25]([Cl:27])=[N:26][C:22]=6[CH:21]=5)=[O:18])=[CH:4][CH:5]=4)=[CH:12][CH:11]=3)=[O:15])=[CH:21][C:22]=2[N:26]=1. Reported procedure: Compound 285 was prepared according to the procedure similar to that described in Scheme V from 4,4′-bisbenzoic acid and 5-amino-2-chlorobenzimidazole. [M+H]+ calcd for C28H18N6O2: 541.09; found: 541.91.